Dataset: the Open Reaction Database (ORD), a public repository of structured organic reaction records. Task: describe an organic reaction: reactants, conditions, products, and yield Reactants: C1(=CC=CC=C1)COC1=C2C=CN(C2=CC=C1)C1=CC=C(C=C1)OCC1=CC=CC=C1 (4-[(phenylmethyl)oxy]-1-{4-[(phenylmethyl)oxy]phenyl}-1H-indole). Reagents/catalysts: [Pd] (palladium on charcoal). Solvent: C(C)(=O)OCC (ethyl acetate). Product: OC1=CC=C(C=C1)N1C=CC=2C(=CC=CC12)O (1-(4-hydroxyphenyl)-1H-indol-4-ol). Yield: 69.2%. RXN SMILES: C1(C[O:8][C:9]2[CH:17]=[CH:16][CH:15]=[C:14]3[C:10]=2[CH:11]=[CH:12][N:13]3[C:18]2[CH:23]=[CH:22][C:21]([O:24]CC3C=CC=CC=3)=[CH:20][CH:19]=2)C=CC=CC=1>C(OCC)(=O)C.[Pd]>[OH:24][C:21]1[CH:22]=[CH:23][C:18]([N:13]2[C:14]3[CH:15]=[CH:16][CH:17]=[C:9]([OH:8])[C:10]=3[CH:11]=[CH:12]2)=[CH:19][CH:20]=1. Reported procedure: 4-[(phenylmethyl)oxy]-1-{4-[(phenylmethyl)oxy]phenyl}-1H-indole (D24) (143 mg, 0.352 mmoL) was dissolved in ethyl acetate (10 mL) and was hydrogenated at room temperature and atmospheric pressure in the presence of 10% palladium on charcoal (50% wet) (70 mg). After 28 hours the mixture was filtered and concentrated in vacuo. The crude product was purified by flash chromatography (Biotage SP4) eluting with a gradient of 0 to 100% ethyl acetate in hexane to give the title compound (E14), (55 mg). Reactants: COC(=O)C(O)C(C)C, CC(C)n1ncnc1-c1cn2c(n1)-c1cnc(O)cc1OCC2. The product is COC(=O)C(Oc1cc2c(cn1)-c1nc(-c3ncnn3C(C)C)cn1CCO2)C(C)C. RXN SMILES: [CH3:24][O:25][C:26]([CH:27]([CH:28]([CH3:29])[CH3:30])[OH:31])=[O:32].[CH:1]([CH3:2])([CH3:3])[n:4]1[n:5][cH:6][n:7][c:8]1-[c:9]1[cH:10][n:11]2[c:17]([n:18]1)-[c:16]1[c:15]([cH:22][c:21]([OH:23])[n:20][cH:19]1)[O:14][CH2:13][CH2:12]2>>[CH:1]([CH3:2])([CH3:3])[n:4]1[n:5][cH:6][n:7][c:8]1-[c:9]1[cH:10][n:11]2[c:17]([n:18]1)-[c:16]1[c:15]([cH:22][c:21]([O:23][CH:27]([C:26]([O:25][CH3:24])=[O:32])[CH:28]([CH3:29])[CH3:30])[n:20][cH:19]1)[O:14][CH2:13][CH2:12]2. Reactants: CN(C)C(=O)c1ccc(Br)cn1, CC(=O)O, OO. Yields the product CN(C)C(=O)c1ccc(Br)c[n+]1[O-]. Reaction SMILES: [Br:1][c:2]1[cH:3][cH:4][c:5]([C:8](=[O:9])[N:10]([CH3:11])[CH3:12])[n:6][cH:7]1.[C:15]([OH:16])(=[O:17])[CH3:18].[OH:13][OH:14]>>[Br:1][c:2]1[cH:3][cH:4][c:5]([C:8](=[O:9])[N:10]([CH3:11])[CH3:12])[n+:6]([O-:13])[cH:7]1. Reactants: CO, CCOC(=O)C(C)Cc1cn(Cc2ccc(C(=O)OC(C)(C)C)cc2OC)c2cc(C(=O)NCC3CCCC3)ccc12, [Li+], C1CCOC1, [OH-], O, O. Yields the product COc1cc(C(=O)OC(C)(C)C)ccc1Cn1cc(CC(C)C(=O)O)c2ccc(C(=O)NCC3CCCC3)cc21. Reaction SMILES: [CH3:43][OH:44].[CH:1]1([CH2:6][NH:7][C:8](=[O:9])[c:10]2[cH:11][cH:12][c:13]3[c:14]([CH2:35][CH:36]([CH3:37])[C:38](=[O:39])[O:40][CH2:41][CH3:42])[cH:15][n:16]([CH2:19][c:20]4[c:21]([O:33][CH3:34])[cH:22][c:23]([C:24](=[O:25])[O:26][C:27]([CH3:28])([CH3:29])[CH3:30])[cH:31][cH:32]4)[c:17]3[cH:18]2)[CH2:2][CH2:3][CH2:4][CH2:5]1.[Li+:48].[O:49]1[CH2:50][CH2:51][CH2:52][CH2:53]1.[OH-:47].[OH2:45].[OH2:46]>>[CH:1]1([CH2:6][NH:7][C:8](=[O:9])[c:10]2[cH:11][cH:12][c:13]3[c:14]([CH2:35][CH:36]([CH3:37])[C:38](=[O:39])[OH:40])[cH:15][n:16]([CH2:19][c:20]4[c:21]([O:33][CH3:34])[cH:22][c:23]([C:24](=[O:25])[O:26][C:27]([CH3:28])([CH3:29])[CH3:30])[cH:31][cH:32]4)[c:17]3[cH:18]2)[CH2:2][CH2:3][CH2:4][CH2:5]1. Yield: 88.9%. RXN SMILES: Br[C:2]1[CH:3]=[CH:4][C:5]([N:8]2[CH:12]=[CH:11][CH:10]=[N:9]2)=[N:6][CH:7]=1.C1(C)C=CC=CC=1P(C1C=CC=CC=1C)C1C=CC=CC=1C.[C:35](OC)(=[O:38])[CH:36]=[CH2:37]>CN(C=O)C.CCOCC.C([O-])(=O)C.[Pd+2].C([O-])(=O)C>[N:8]1([C:5]2[N:6]=[CH:7][C:2]([CH:37]=[CH:36][CH:35]=[O:38])=[CH:3][CH:4]=2)[CH:12]=[CH:11][CH:10]=[N:9]1 |f:5.6.7|. Product: N1(N=CC=C1)C1=CC=C(C=N1)C=CC=O (3-[6-(1H-pyrazol-1-yl)-3-pyridinyl]-2-propenal). Solvent: CN(C)C=O (DMF), CCOCC (ether). Procedure details: A solution of the compound from step A (450 mg, 2.01 mmol) and tri(o-tolyl)phosphine (123 mg, 0.40 mmol) in DMF (8 mL) was cooled to 0° C. and purged with nitrogen for 15 min. TEA (0.56 mL, 4.02 mmol) and methyl acrylate (0.36 mL, 4.00 mmol) were added and purging was continued for 5 min. Palladium acetate (45 mg, 0.20 mmol) was added and the flask was stoppered and heated to 120° C. for 24 h. The cooled reaction mixture was diluted with ether (50 mL) and washed with water (2×25 mL) and brine (2... Reaction conditions: temperature 120 celsius, time 5 minute. The reactants are TEA, C(C=C)(=O)OC (methyl acrylate), BrC=1C=CC(=NC1)N1N=CC=C1 (5-Bromo-2-(1H-pyrazol-1-yl)pyridine), C1(=C(C=CC=C1)P(C1=C(C=CC=C1)C)C1=C(C=CC=C1)C)C (tri(o-tolyl)phosphine). The reagents and catalysts are C(C)(=O)[O-].[Pd+2].C(C)(=O)[O-] (Palladium acetate). Starting materials: NC1=NC(=NC(=C1CC1=C(C=CC=C1)OCC)N)S (4,6-diamino-2-mercapto-5-(2-ethoxy-benzyl)pyrimidine), dihydrate, C(\C=C\C(=O)O)(=O)O (fumaric acid), Cl.Cl.ClCCN1CCNCC1 (1-(2-chloroethyl)piperazine dihydrochloride), [OH-].[K+] (potassium hydroxide). Solvent: O (water), CO (methyl alcohol), C(C)O (ethyl alcohol), O (water), C(C)O (ethyl alcohol), O (water). Reaction conditions: time 2 hour. Yields the product C(\C=C\C(=O)O)(=O)O.NC1=NC(=NC(=C1CC1=C(C=CC=C1)OC)N)SCCN1CCNCC1 (4,6-Diamino-5-(2-methoxybenzyl)-2-[2-(1-piperazinyl)ethylthio]-pyrimidine fumarate). The yield is 94.6%. RXN SMILES: [NH2:1][C:2]1[C:7]([CH2:8][C:9]2[CH:14]=[CH:13][CH:12]=[CH:11][C:10]=2[O:15][CH2:16]C)=[C:6]([NH2:18])[N:5]=[C:4]([SH:19])[N:3]=1.[OH-].[K+].Cl.Cl.Cl[CH2:25][CH2:26][N:27]1[CH2:32][CH2:31][NH:30][CH2:29][CH2:28]1.[C:33]([OH:40])(=[O:39])/[CH:34]=[CH:35]/[C:36]([OH:38])=[O:37]>O.C(O)C.CO>[C:33]([OH:40])(=[O:39])/[CH:34]=[CH:35]/[C:36]([OH:38])=[O:37].[NH2:1][C:2]1[C:7]([CH2:8][C:9]2[CH:14]=[CH:13][CH:12]=[CH:11][C:10]=2[O:15][CH3:16])=[C:6]([NH2:18])[N:5]=[C:4]([S:19][CH2:25][CH2:26][N:27]2[CH2:32][CH2:31][NH:30][CH2:29][CH2:28]2)[N:3]=1 |f:1.2,3.4.5,10.11|. Procedure details: 2.99 g (9.5 mmoles) of 4,6-diamino-2-mercapto-5-(2-ethoxy-benzyl)pyrimidine are suspended in a solution of 3.37 g (60 mmoles) of potassium hydroxide in 60 ml of water, and, to the suspension obtained, a solution of 2.22 g (10 mmoles) of 1-(2-chloroethyl)piperazine dihydrochloride in 10 ml of water are added, drop by drop, at 25° C. The reaction mixture is stirred at room temperature for 2 hours, then 50 ml of water and 100 ml of methyl alcohol are added. The mixture is heated to boiling point, f... The reactants are ClC1=CC=C(C(=N1)OC)[C@@]1(C(NCCC1)=O)C ((R)-3-(6-chloro-2-methoxypyridin-3-yl)-3-methylpiperidin-2-one), CN1C=CC2=CC=C(C=C12)B1OC(C(O1)(C)C)(C)C (1-methyl-6-(4,4,5,5-tetramethyl-1,3,2-dioxaborolan-2-yl)-1H-indole), O1CCOCC1 (dioxane), C(=O)([O-])[O-].[Na+].[Na+] (Na2CO3). The reagents and catalysts are C1=CC=C(C=C1)P([C-]2C=CC=C2)C3=CC=CC=C3.C1=CC=C(C=C1)P([C-]2C=CC=C2)C3=CC=CC=C3.Cl[Pd]Cl.[Fe+2] (Pd(dppf)Cl2). Run in C(C)(=O)OCC (ethyl acetate). Run at temperature 110 celsius, time 18 hour. Yields the product COC1=NC(=CC=C1[C@@]1(C(NCCC1)=O)C)C1=CC=C2C=CN(C2=C1)C ((R)-3-(2-methoxy-6-(1-methyl-1H-indol-6-yl)pyridin-3-yl)-3-methylpiperidin-2-one). Isolated yield 73.9%. As a reaction SMILES: Cl[C:2]1[N:7]=[C:6]([O:8][CH3:9])[C:5]([C@@:10]2([CH3:17])[CH2:15][CH2:14][CH2:13][NH:12][C:11]2=[O:16])=[CH:4][CH:3]=1.[CH3:18][N:19]1[C:27]2[C:22](=[CH:23][CH:24]=[C:25](B3OC(C)(C)C(C)(C)O3)[CH:26]=2)[CH:21]=[CH:20]1.O1CCOCC1.C([O-])([O-])=O.[Na+].[Na+]>C(OCC)(=O)C.C1C=CC(P(C2C=CC=CC=2)[C-]2C=CC=C2)=CC=1.C1C=CC(P(C2C=CC=CC=2)[C-]2C=CC=C2)=CC=1.Cl[Pd]Cl.[Fe+2]>[CH3:9][O:8][C:6]1[C:5]([C@@:10]2([CH3:17])[CH2:15][CH2:14][CH2:13][NH:12][C:11]2=[O:16])=[CH:4][CH:3]=[C:2]([C:25]2[CH:26]=[C:27]3[C:22]([CH:21]=[CH:20][N:19]3[CH3:18])=[CH:23][CH:24]=2)[N:7]=1 |f:3.4.5,7.8.9.10|. Reported procedure: To a vessel containing (R)-3-(6-chloro-2-methoxypyridin-3-yl)-3-methylpiperidin-2-one (80 mg, 0.31 mmol), 1-methyl-6-(4,4,5,5-tetramethyl-1,3,2-dioxaborolan-2-yl)-1H-indole (105 mg, 0.41 mmol), dioxane (3 mL), and 2 M Na2CO3 (0.31 mL, 0.63 mmol) was added Pd(dppf)Cl2 (23 mg, 0.031 mmol). The reaction was stirred for 18 h at 110° C. The mixture was diluted with ethyl acetate (50 mL) and washed with brine (15 mL). The organic layer was dried over Na2SO4, filtered, and concentrated to provide a cru... The reactants are CCOC(=O)/N=N/C(=O)OCC (Diethylazodicarboxylate), OCC=1[C@@H]([C@H]2N(C1C(=O)OCC=C)C([C@@H]2[C@@H](C)OC(=O)OCC=C)=O)C (allyl (1S,5R,6S)-2-(hydroxymethyl)-6-[1(R)-allyloxycarbonyloxy-ethyl]-1-methylcarbapen-2-em-3-carboxylate), S1(NC=2C3=C1C=CC=1CNCC(=CC2)C13)(=O)=O (2,5,6,7-tetrahydro-1-thia-2,6-diaza-cyclopenta[cd]phenalene-1,1-dioxide), C1(=CC=CC=C1)P(C1=CC=CC=C1)C1=CC=CC=C1 (triphenylphosphine). The solvent is O1CCCC1 (tetrahydrofuran). Reaction conditions: time 30 minute. Product: C[C@H]1C(=C(N2[C@H]1[C@H](C2=O)[C@@H](C)OC(=O)OCC=C)C(=O)OCC=C)CN2S(C=1C=CC=3CNCC4=CC=C2C1C34)(=O)=O (Allyl (1S,5R,6S)-1-methyl-2-(1,1-dioxo-2,5,6,7-tetrahydro-1-thia-2,6-diaza-cyclopenta[cd]phenalen-2-ylmethyl)-6-(1-(R)-allyloxycarbonyloxyethyl)-carbapen-2-em-3-carboxylate). As a reaction SMILES: CCOC(/N=N/C(OCC)=O)=O.O[CH2:14][C:15]1[C@H:16]([CH3:38])[C@@H:17]2[C@@H:27]([C@H:28]([O:30][C:31]([O:33][CH2:34][CH:35]=[CH2:36])=[O:32])[CH3:29])[C:26](=[O:37])[N:18]2[C:19]=1[C:20]([O:22][CH2:23][CH:24]=[CH2:25])=[O:21].[S:39]1(=[O:55])(=[O:54])[C:43]2[CH:44]=[CH:45][C:46]3[CH2:47][NH:48][CH2:49][C:50]4[C:53]=3[C:42]=2[C:41](=[CH:52][CH:51]=4)[NH:40]1.C1(P(C2C=CC=CC=2)C2C=CC=CC=2)C=CC=CC=1>O1CCCC1>[CH3:38][C@@H:16]1[C@@H:17]2[C@@H:27]([C@H:28]([O:30][C:31]([O:33][CH2:34][CH:35]=[CH2:36])=[O:32])[CH3:29])[C:26](=[O:37])[N:18]2[C:19]([C:20]([O:22][CH2:23][CH:24]=[CH2:25])=[O:21])=[C:15]1[CH2:14][N:40]1[C:41]2[C:42]3[C:53]4[C:50](=[CH:51][CH:52]=2)[CH2:49][NH:48][CH2:47][C:46]=4[CH:45]=[CH:44][C:43]=3[S:39]1(=[O:55])=[O:54]. Procedure details: Diethylazodicarboxylate (2.25 mmol) is added to a cold (0° C.) solution of allyl (1S,5R,6S)-2-(hydroxymethyl)-6-[1(R)-allyloxycarbonyloxy-ethyl]-1-methylcarbapen-2-em-3-carboxylate (1.5 mmol), 2,5,6,7-tetrahydro-1-thia-2,6-diaza-cyclopenta[cd]phenalene-1,1-dioxide (1.5 mmol) and triphenylphosphine (2.25 mmol) in tetrahydrofuran (15 mL). The mixture is stirred at room temperature for 30 minutes then partitioned between ethyl acetate (100 mL) and water (100 mL). The water layer is extracted with e... Reactants: O=C1NC=2C=C(C=CC2C2=C1N=CN=C2)C(=O)OC (methyl 5-oxo-5,6-dihydropyrimido[4,5-c]quinoline-8-carboxylate), CCN(C(C)C)C(C)C (DIEA), O=P(Cl)(Cl)Cl (POCl3), O (water). The solvent is C1(=CC=CC=C1)C (toluene). Conditions: temperature 120 celsius, time 1 hour. The product is ClC1=NC=2C=C(C=CC2C2=C1N=CN=C2)C(=O)OC (methyl 5-chloropyrimido[4,5-c]quinoline-8-carboxylate). Isolated yield 71.2%. As a reaction SMILES: O=[C:2]1[C:11]2[N:12]=[CH:13][N:14]=[CH:15][C:10]=2[C:9]2[CH:8]=[CH:7][C:6]([C:16]([O:18][CH3:19])=[O:17])=[CH:5][C:4]=2[NH:3]1.CCN(C(C)C)C(C)C.O=P(Cl)(Cl)[Cl:31].O>C1(C)C=CC=CC=1>[Cl:31][C:2]1[C:11]2[N:12]=[CH:13][N:14]=[CH:15][C:10]=2[C:9]2[CH:8]=[CH:7][C:6]([C:16]([O:18][CH3:19])=[O:17])=[CH:5][C:4]=2[N:3]=1. Procedure details: In a vial, methyl 5-oxo-5,6-dihydropyrimido[4,5-c]quinoline-8-carboxylate (1.0 eq, 151 mg, 0.59 mmol) was mixed in toluene (1 ml) with DIEA (1.5 eq, 155 ul, 0.89 mmol) and POCl3 (5 eq, 270 ul, 3.0 mmol). The mixture was stirred at 120° C. for 1 hour and cooled down to room temperature. After adding ice and water the compound was extracted with CH2Cl2 (4×). The solution was filtered over Na2SO4 and filtered through a pad of celite. After evaporation of the volatiles, the material was triturated i...